describe an organic reaction: reactants, conditions, products, and yield From a dataset of the Open Reaction Database (ORD), a public repository of structured organic reaction records. Starting materials: O=C(c1ccc(Br)cc1F)N1CCN(c2ccc(C3CC3)cn2)CC1, CC1(C)C=NC(=O)O1. The product is CC1(C)CN(c2ccc(C(=O)N3CCN(c4ccc(C5CC5)cn4)CC3)c(F)c2)C(=O)O1. Reaction SMILES: [Br:1][c:2]1[cH:3][c:4]([F:25])[c:5]([C:8](=[O:9])[N:10]2[CH2:11][CH2:12][N:13]([c:16]3[n:17][cH:18][c:19]([CH:22]4[CH2:23][CH2:24]4)[cH:20][cH:21]3)[CH2:14][CH2:15]2)[cH:6][cH:7]1.[CH3:26][C:27]1([CH3:33])[CH:28]=[N:29][C:30](=[O:32])[O:31]1>>[c:2]1([N:29]2[CH2:28][C:27]([CH3:26])([CH3:33])[O:31][C:30]2=[O:32])[cH:3][c:4]([F:25])[c:5]([C:8](=[O:9])[N:10]2[CH2:11][CH2:12][N:13]([c:16]3[n:17][cH:18][c:19]([CH:22]4[CH2:23][CH2:24]4)[cH:20][cH:21]3)[CH2:14][CH2:15]2)[cH:6][cH:7]1. Reactants: C(C)(C)(C)OC(NC(=N)C=1SC(=C(C1)S(=O)(=O)C=1C=C(C=CC1)C1=C(C=CC=C1C)CO)SC)=O ({[4-(2′-Hydroxymethyl-6′-methyl-biphenyl-3-sulfonyl)-5-methylsulfanyl-thiophen-2-yl]-imino-methyl}-carbamic acid tert-butyl ester), C(Cl)(Cl)Cl.FC(C(=O)O)(F)F (chloroform trifluoroacetic acid), C(C)OP(OCC)(=O)CP(=O)(OCC)OCC ((diethoxy-phosphorylmethyl)-phosphonic acid diethyl ester), [H-].[Na+] (sodium hydride). The reagents and catalysts are [O-2].[O-2].[Mn+4] (Manganese dioxide). The solvent is ClCCl (dichloromethane), C1CCOC1 (THF). Conditions: time 0.5 hour. The product is C(C)OP(OCC)(=O)\C=C/C1=C(C(=CC=C1)C)C1=CC(=CC=C1)S(=O)(=O)C1=C(SC(=C1)C(=N)NC(=O)OC(C)(C)C)SC (Z-(2-{3′-[5-(tert-Butoxycarbonylamino-imino-methyl)-2-methylsulfanyl-thiophene-3-sulfonyl]-6-methyl-biphenyl-2-yl}-vinyl)-phosphonic acid diethylester). The yield is 60.8%. As a reaction SMILES: [C:1]([O:5][C:6](=[O:35])[NH:7][C:8]([C:10]1[S:11][C:12]([S:33][CH3:34])=[C:13]([S:15]([C:18]2[CH:19]=[C:20]([C:24]3[C:29]([CH3:30])=[CH:28][CH:27]=[CH:26][C:25]=3[CH2:31]O)[CH:21]=[CH:22][CH:23]=2)(=[O:17])=[O:16])[CH:14]=1)=[NH:9])([CH3:4])([CH3:3])[CH3:2].[CH2:36]([O:38][P:39]([CH2:44]P(OCC)(OCC)=O)(=[O:43])[O:40][CH2:41][CH3:42])[CH3:37].[H-].[Na+].C(Cl)(Cl)Cl.FC(F)(F)C(O)=O>ClCCl.C1COCC1.[O-2].[O-2].[Mn+4]>[CH2:36]([O:38][P:39](/[CH:44]=[CH:31]\[C:25]1[CH:26]=[CH:27][CH:28]=[C:29]([CH3:30])[C:24]=1[C:20]1[CH:21]=[CH:22][CH:23]=[C:18]([S:15]([C:13]2[CH:14]=[C:10]([C:8]([NH:7][C:6]([O:5][C:1]([CH3:4])([CH3:2])[CH3:3])=[O:35])=[NH:9])[S:11][C:12]=2[S:33][CH3:34])(=[O:16])=[O:17])[CH:19]=1)(=[O:43])[O:40][CH2:41][CH3:42])[CH3:37] |f:2.3,4.5,8.9.10|. Reported procedure: Manganese dioxide (0.041 g, 0.470 mmol) was added to a solution of ({[4-(2′-hydroxymethyl-6′-methyl-biphenyl-3-sulfonyl)-5-methylsulfanyl-thiophen-2-yl]-imino-methyl}-carbamic acid tert-butyl ester (0.025 g, 0.047 mmol) [example 213, step b] in dichloromethane [5 mL] and refluxed for 3 hours. The reaction was filtered through Celite and evaporated. The crude residue was dissolved in anhydrous THF [2 mL] and added to a solution of (diethoxy-phosphorylmethyl)-phosphonic acid diethyl ester (0.011 g... The reactants are CO, CC(C)Oc1ccc(B(O)O)cc1, Cc1cc2nc(NC(=O)c3ccc(C(C)(C)O)cc3)cc(Cl)n2n1, [Na+], O=C([O-])O. The product is Cc1cc2nc(NC(=O)c3ccc(C(C)(C)O)cc3)cc(-c3ccc(OC(C)C)cc3)n2n1. RXN SMILES: [CH3:43][OH:44].[CH:25]([CH3:26])([CH3:27])[O:28][c:29]1[cH:30][cH:31][c:32]([B:35]([OH:36])[OH:37])[cH:33][cH:34]1.[Cl:1][c:2]1[cH:3][c:4]([NH:12][C:13]([c:14]2[cH:15][cH:16][c:17]([C:20]([CH3:21])([CH3:22])[OH:23])[cH:18][cH:19]2)=[O:24])[n:5][c:6]2[n:7]1[n:8][c:9]([CH3:11])[cH:10]2.[Na+:42].[O-:38][C:39]([OH:40])=[O:41]>>[c:2]1(-[c:32]2[cH:31][cH:30][c:29]([O:28][CH:25]([CH3:26])[CH3:27])[cH:34][cH:33]2)[cH:3][c:4]([NH:12][C:13]([c:14]2[cH:15][cH:16][c:17]([C:20]([CH3:21])([CH3:22])[OH:23])[cH:18][cH:19]2)=[O:24])[n:5][c:6]2[n:7]1[n:8][c:9]([CH3:11])[cH:10]2. As a reaction SMILES: [OH:1][C:2]1[CH:19]=[CH:18][C:17]2[C@:16]3([C:20]#N)[C@H:7]([C@H:8]4[C@@:12]([CH2:14][CH2:15]3)([CH3:13])[CH2:11][C@H:10]([OH:22])[CH2:9]4)[CH2:6][CH2:5][C:4]=2[CH:3]=1.[H-].C([Al+]CC(C)C)C(C)C.C(=O)(O)[O-:34].[Na+]>C1(C)C=CC=CC=1>[OH:1][C:2]1[CH:19]=[CH:18][C:17]2[C@:16]3([CH:20]=[O:34])[C@H:7]([C@H:8]4[C@@:12]([CH2:14][CH2:15]3)([CH3:13])[CH2:11][C@H:10]([OH:22])[CH2:9]4)[CH2:6][CH2:5][C:4]=2[CH:3]=1 |f:1.2,3.4|. Starting materials: OC1=CC=2CC[C@H]3[C@@H]4C[C@H](C[C@@]4(C)CC[C@@]3(C2C=C1)C#N)O (3,16α-dihydroxyestra-1,3,5(10)-triene-9 carbonitrile), [H-].C(C(C)C)[Al+]CC(C)C (diisobutylaluminium hydride), C([O-])(O)=O.[Na+] (sodium bicarbonate). Yield: 52.0%. Run at temperature -20 celsius. Run in C1(=CC=CC=C1)C (toluene). Procedure: A suspension that consists of 100 mg (0.34 mmol) of 3,16α-dihydroxyestra-1,3,5(10)-triene-9 carbonitrile in 40 ml of toluene is cooled to about −20° C. while being stirred. After 0.9 ml (1.35 mmol) of diisobutylaluminium hydride is added, the reaction is mixed after about 10 minutes with sodium bicarbonate solution, filtered over Celite, and the filtering adjuvant is extracted again with ethyl acetate. The combined organic phases are washed with water. By concentration by evaporation of the solu... Yields the product OC1=CC=2CC[C@H]3[C@@H]4C[C@H](C[C@@]4(C)CC[C@@]3(C2C=C1)C=O)O (3,16α-Dihydroxyestra-1,3,5(10)-triene-9 carbaldehyde). The reactants are CC(=O)O, CS(C)=O, CCOCn1nccc1C(=O)c1ccc(OC)c(Cl)c1Cl, [K+], O, O=C([O-])Cc1cccs1. Product: CCOCn1nccc1C(=O)c1ccc(O)c(Cl)c1Cl. Reaction SMILES: [CH3:33][C:34](=[O:35])[OH:36].[CH3:37][S:38]([CH3:39])=[O:40].[Cl:11][c:12]1[c:13]([C:21](=[O:22])[c:23]2[cH:24][cH:25][n:26][n:27]2[CH2:28][O:29][CH2:30][CH3:31])[cH:14][cH:15][c:16]([O:19][CH3:20])[c:17]1[Cl:18].[K+:10].[OH2:32].[s:1]1[cH:2][cH:3][cH:4][c:5]1[CH2:6][C:7]([O-:8])=[O:9]>>[Cl:11][c:12]1[c:13]([C:21](=[O:22])[c:23]2[cH:24][cH:25][n:26][n:27]2[CH2:28][O:29][CH2:30][CH3:31])[cH:14][cH:15][c:16]([OH:19])[c:17]1[Cl:18]. Starting materials: C([O-])(O)=O.[Na+] (sodium bicarbonate), COC(C1=CC(=C(C=C1)NC1C(CCCC1)C)NC(CC=1OC=CC1)=O)=O (3-(2-Furan-2-yl-acetylamino)-4-(2-methyl-cyclohexylamino)-benzoic acid methyl ester), Cl (hydrochloric acid), O (Water). The solvent is O1CCOCC1 (dioxane). Yields the product COC(=O)C1=CC2=C(N(C(=N2)CC=2OC=CC2)C2C(CCCC2)C)C=C1 (2-Furan-2-ylmethyl-1-(2-methyl-cyclohexyl)-1H-benzoimidazole-5-carboxylic acid methyl ester). The yield is 93.0%. Reaction SMILES: [CH3:1][O:2][C:3](=[O:27])[C:4]1[CH:9]=[CH:8][C:7]([NH:10][CH:11]2[CH2:16][CH2:15][CH2:14][CH2:13][CH:12]2[CH3:17])=[C:6]([NH:18][C:19](=O)[CH2:20][C:21]2[O:22][CH:23]=[CH:24][CH:25]=2)[CH:5]=1.Cl.O.C(=O)(O)[O-].[Na+]>O1CCOCC1>[CH3:1][O:2][C:3]([C:4]1[CH:9]=[CH:8][C:7]2[N:10]([CH:11]3[CH2:16][CH2:15][CH2:14][CH2:13][CH:12]3[CH3:17])[C:19]([CH2:20][C:21]3[O:22][CH:23]=[CH:24][CH:25]=3)=[N:18][C:6]=2[CH:5]=1)=[O:27] |f:3.4|. Procedure: 1.48 g 3-(2-Furan-2-yl-acetylamino)-4-(2-methyl-cyclohexylamino)-benzoic acid methyl ester with 15 ml of 4M hydrochloric acid in dioxane were heated in a microwave reactor to 130° C. for 15 min. Water was added to the reaction mixture and the pH was adjusted to 7 by the addition of saturated sodium bicarbonate solution. The phases were separated, and the aqueous layer was extracted with ethyl acetate twice. The combined organic layers were dried over sodium sulphate, concentrated and 1.31 g (93%...